This data is from the Open Reaction Database (ORD), a public repository of structured organic reaction records. The task is: describe an organic reaction: reactants, conditions, products, and yield The reactants are COCCOC, FOc1c(F)c(F)c(F)c(F)c1C(C(F)(F)F)(C(F)(F)F)C(F)(F)F, O=[N+]([O-])c1ccc(F)cc1. The product is O=[N+]([O-])c1ccccc1. RXN SMILES: [CH3:36][O:37][CH2:38][CH2:39][O:40][CH3:41].[F:1][c:2]1[c:3]([C:4]([C:5]([F:6])([F:7])[F:8])([C:9]([F:10])([F:11])[F:12])[C:13]([F:14])([F:15])[F:16])[c:17]([O:18][F:19])[c:20]([F:21])[c:22]([F:23])[c:24]1[F:25].[F:26][c:27]1[cH:28][cH:29][c:30]([N+:33](=[O:34])[O-:35])[cH:31][cH:32]1>>[cH:27]1[cH:28][cH:29][c:30]([N+:33](=[O:34])[O-:35])[cH:31][cH:32]1. Reactants: O=C([O-])[O-], CN1COCNC1=N[N+](=O)[O-], CN(C)C=O, ClCc1cnc(Cl)s1, [K+], [K+]. Yields the product CN1COCN(Cc2cnc(Cl)s2)C1=N[N+](=O)[O-]. Reaction SMILES: [C:20](=[O:21])([O-:22])[O-:23].[CH3:1][N:2]1[CH2:3][O:4][CH2:5][NH:6][C:7]1=[N:8][N+:9](=[O:10])[O-:11].[CH3:26][N:27]([CH3:28])[CH:29]=[O:30].[Cl:12][c:13]1[s:14][c:15]([CH2:18][Cl:19])[cH:16][n:17]1.[K+:24].[K+:25]>>[CH3:1][N:2]1[CH2:3][O:4][CH2:5][N:6]([CH2:18][c:15]2[s:14][c:13]([Cl:12])[n:17][cH:16]2)[C:7]1=[N:8][N+:9](=[O:10])[O-:11]. Reactants: CC1(C)Cc2cc(C(=O)O)ccc2NC1c1cccc(Br)c1, O=C([O-])[O-], CN1CCNC1=O, CN(C)CC(=O)O, CS(C)=O, Cl, [Cu]I, [K+], [K+]. The product is CN1CCN(c2cccc(C3Nc4ccc(C(=O)O)cc4CC3(C)C)c2)C1=O. As a reaction SMILES: [Br:1][c:2]1[cH:3][c:4]([CH:8]2[NH:9][c:10]3[cH:11][cH:12][c:13]([C:20](=[O:21])[OH:22])[cH:14][c:15]3[CH2:16][C:17]2([CH3:18])[CH3:19])[cH:5][cH:6][cH:7]1.[C:38](=[O:39])([O-:40])[O-:41].[CH3:23][N:24]1[C:25](=[O:29])[NH:26][CH2:27][CH2:28]1.[CH3:31][N:32]([CH3:33])[CH2:34][C:35]([OH:36])=[O:37].[CH3:44][S:45](=[O:46])[CH3:47].[ClH:30].[Cu:48][I:49].[K+:42].[K+:43]>>[c:2]1([N:26]2[C:25](=[O:29])[N:24]([CH3:23])[CH2:28][CH2:27]2)[cH:3][c:4]([CH:8]2[NH:9][c:10]3[cH:11][cH:12][c:13]([C:20](=[O:21])[OH:22])[cH:14][c:15]3[CH2:16][C:17]2([CH3:18])[CH3:19])[cH:5][cH:6][cH:7]1. The reactants are O=CC1CC2C=CC1C2, COCCCCCl, Cl, [Mg], C1CCOC1, O. Yields the product COCCCCC(O)C1CC2C=CC1C2. As a reaction SMILES: [CH:9]12[CH:10]([CH:16]=[O:17])[CH2:11][CH:12]([CH:13]=[CH:14]1)[CH2:15]2.[Cl:1][CH2:2][CH2:3][CH2:4][CH2:5][O:6][CH3:7].[ClH:18].[Mg:8].[O:19]1[CH2:20][CH2:21][CH2:22][CH2:23]1.[OH2:24]>>[CH2:2]([CH2:3][CH2:4][CH2:5][O:6][CH3:7])[CH:16]([CH:10]1[CH:9]2[CH:14]=[CH:13][CH:12]([CH2:11]1)[CH2:15]2)[OH:17]. Starting materials: CC(C)(C)OC(=O)N1CC(c2ccccc2)(c2ccccc2)OCC1COCc1ccccc1, CCO, [H][H]. Yields the product CC(C)(C)OC(=O)N1CC(c2ccccc2)(c2ccccc2)OCC1C=O. RXN SMILES: [C:1]([CH3:2])([CH3:3])([CH3:4])[O:5][C:6](=[O:7])[N:8]1[CH2:9][C:10]([c:23]2[cH:24][cH:25][cH:26][cH:27][cH:28]2)([c:29]2[cH:30][cH:31][cH:32][cH:33][cH:34]2)[O:11][CH2:12][CH:13]1[CH2:14][O:15][CH2:16][c:17]1[cH:18][cH:19][cH:20][cH:21][cH:22]1.[CH3:37][CH2:38][OH:39].[H:35][H:36]>>[C:1]([CH3:2])([CH3:3])([CH3:4])[O:5][C:6](=[O:7])[N:8]1[CH2:9][C:10]([c:23]2[cH:24][cH:25][cH:26][cH:27][cH:28]2)([c:29]2[cH:30][cH:31][cH:32][cH:33][cH:34]2)[O:11][CH2:12][CH:13]1[CH:14]=[O:15].